Dataset: the Open Reaction Database (ORD), a public repository of structured organic reaction records. Task: describe an organic reaction: reactants, conditions, products, and yield Reactants: C1CCOC1, Cc1c(-c2nc(-c3c(F)cccc3Cl)nn2C)csc1-c1ccc(O)cc1, [H-], CCCI, [Na+]. Product: CCCOc1ccc(-c2scc(-c3nc(-c4c(F)cccc4Cl)nn3C)c2C)cc1. Reaction SMILES: [CH2:34]1[O:35][CH2:36][CH2:37][CH2:38]1.[Cl:1][c:2]1[c:3](-[c:9]2[n:10][n:11]([CH3:27])[c:12](-[c:14]3[cH:15][s:16][c:17](-[c:20]4[cH:21][cH:22][c:23]([OH:26])[cH:24][cH:25]4)[c:18]3[CH3:19])[n:13]2)[c:4]([F:8])[cH:5][cH:6][cH:7]1.[H-:28].[I:30][CH2:31][CH2:32][CH3:33].[Na+:29]>>[Cl:1][c:2]1[c:3](-[c:9]2[n:10][n:11]([CH3:27])[c:12](-[c:14]3[cH:15][s:16][c:17](-[c:20]4[cH:21][cH:22][c:23]([O:26][CH2:31][CH2:32][CH3:33])[cH:24][cH:25]4)[c:18]3[CH3:19])[n:13]2)[c:4]([F:8])[cH:5][cH:6][cH:7]1. RXN SMILES: [NH2:1][CH:2]1[CH2:3][CH2:4][CH:5]([OH:8])[CH2:6][CH2:7]1.[O:9]1[C:10](=[O:14])[CH2:11][CH2:12][CH2:13]1.[OH2:15]>>[N:1]1([CH:2]2[CH2:3][CH2:4][CH:5]([OH:8])[CH2:6][CH2:7]2)[C:10](=[O:9])[CH2:11][CH2:12][CH2:13]1. Product: O=C1CCCN1C1CCC(O)CC1. The reactants are NC1CCC(O)CC1, O=C1CCCO1, O. Starting materials: iron 5,14-dihydrodibenzo[b,i][5,9,14,18]-tetraaza[14]annulene, C(CN(CC(=O)O)CC(=O)O)N(CCN(CC(=O)O)CC(=O)O)CC(=O)O (diethylenetriaminepentaacetic acid), S(O)(O)(=O)=O (sulfuric acid), OO (hydrogen peroxide), OC1=C(C=C(C(=C1)S(=O)(=O)[O-])O)S(=O)(=O)[O-].[K+].[K+] (dipotassium 2,5-dihydroxybenzene-1,4-disulfonate). Run in O (water). Run at temperature 60 celsius, time 15 minute. The product is C1(C(=CC(C(=C1)S(=O)(=O)[O-])=O)S(=O)(=O)[O-])=O.[K+].[K+] (dipotassium 1,4-benzoquinone-2,5-disulfonate). Isolated yield 84.2%. Reaction SMILES: [OH:1][C:2]1[CH:7]=[C:6]([S:8]([O-:11])(=[O:10])=[O:9])[C:5]([OH:12])=[CH:4][C:3]=1[S:13]([O-:16])(=[O:15])=[O:14].[K+:17].[K+].C(N(CC(O)=O)CCN(CC(O)=O)CC(O)=O)CN(CC(O)=O)CC(O)=O.S(=O)(=O)(O)O.OO>O>[C:5]1(=[O:12])[CH:4]=[C:3]([S:13]([O-:16])(=[O:15])=[O:14])[C:2](=[O:1])[CH:7]=[C:6]1[S:8]([O-:11])(=[O:9])=[O:10].[K+:17].[K+:17] |f:0.1.2,7.8.9|. Procedure details: 34.6 g (100 mmol) of dipotassium 2,5-dihydroxybenzene-1,4-disulfonate were dissolved in 500 ml of water at 60° C. After addition of 0.68 g (2 mmol) of iron 5,14-dihydrodibenzo[b,i][5,9,14,18]-tetraaza[14]annulene, 0.8 g (2 mmol) of diethylenetriaminepentaacetic acid, 1 ml of concentrated sulfuric acid and 1 ml of a commercial antifoam agent, 28.4 g (250 mmol) of 30% by weight aqueous hydrogen peroxide were added dropwise. The mixture was stirred for 15 min at 60° C. The solution was cooled to 5°... Reactants: COC(C1=CC=C(C=C1)CC(C1=CC=C(C=C1)Br)C(N(C1=CC=CC=C1)C1=CC=C2C(=CC=C2)O1)=O)=O (4-[2-(4-benzofuran-2yl-phenylcarbamoyl)-2-(4-bromo-phenyl)-ethyl]-benzoic acid methyl ester), C1=C(CCCC1)B(O)O (cyclohexen-2-ylboronic acid), PdCl2(o-tolylphosphine), C(=O)([O-])[O-].[Na+].[Na+] (Na2CO3). Run in COCCOC.CCO.O (DME EtOH H2O). Conditions: temperature 130 celsius. Yields the product COC(C1=CC=C(C=C1)CC(C1=CC=C(C=C1)C1=CCCCC1)C(N(C1=CC=CC=C1)C1=CC=C2C(=CC=C2)O1)=O)=O (4-[2-(4-benzofuran-2-yl-phenylcarbamoyl)-2-(4-cyclohex-1-enyl-phenyl)-ethyl]-benzoic acid methyl ester). Isolated yield 102.1%. As a reaction SMILES: [CH3:1][O:2][C:3](=[O:37])[C:4]1[CH:9]=[CH:8][C:7]([CH2:10][CH:11]([C:19](=[O:36])[N:20]([C:27]2[O:35][C:31]3=[CH:32][CH:33]=[CH:34][C:30]3=[CH:29][CH:28]=2)[C:21]2[CH:26]=[CH:25][CH:24]=[CH:23][CH:22]=2)[C:12]2[CH:17]=[CH:16][C:15](Br)=[CH:14][CH:13]=2)=[CH:6][CH:5]=1.[CH:38]1[CH2:43][CH2:42][CH2:41][CH2:40][C:39]=1B(O)O.C([O-])([O-])=O.[Na+].[Na+]>COCCOC.CCO.O>[CH3:1][O:2][C:3](=[O:37])[C:4]1[CH:9]=[CH:8][C:7]([CH2:10][CH:11]([C:19](=[O:36])[N:20]([C:27]2[O:35][C:31]3=[CH:32][CH:33]=[CH:34][C:30]3=[CH:29][CH:28]=2)[C:21]2[CH:26]=[CH:25][CH:24]=[CH:23][CH:22]=2)[C:12]2[CH:17]=[CH:16][C:15]([C:38]3[CH2:43][CH2:42][CH2:41][CH2:40][CH:39]=3)=[CH:14][CH:13]=2)=[CH:6][CH:5]=1 |f:2.3.4,5.6.7|. Procedure details: A mixture of 4-[2-(4-benzofuran-2yl-phenylcarbamoyl)-2-(4-bromo-phenyl)-ethyl]-benzoic acid methyl ester (0.4 g, 0.74 mmol), cyclohexen-2-ylboronic acid (0.23 g, 1.85 mmol), PdCl2(o-tolylphosphine) (75 mg, 0.096 mmol), and Na2CO3(390 mg, 3.70 mmol) in DME/EtOH/H2O (4:2:1)(17.5 mL) was heated in an oil bath at 130° C. for 2 h, cooled to rt, filtered and washed with EtOAc (20 mL). The solvent was removed under reduced pressure. The crude mixture was extracted with ethyl acetate (100 mL) and the or...